Dataset: the Open Reaction Database (ORD), a public repository of structured organic reaction records. Task: describe an organic reaction: reactants, conditions, products, and yield Starting materials: O=C(Nc1cc(CCCN2CCOCC2)cc(C(F)(F)F)c1)c1cccnc1Cl, Cl, O=C(O)C(F)(F)F, Nc1ccc2cn[nH]c2c1. Product: O=C(Nc1cc(CCCN2CCOCC2)cc(C(F)(F)F)c1)c1cccnc1Nc1ccc2cn[nH]c2c1. Reaction SMILES: [Cl:1][c:2]1[c:3]([C:4](=[O:5])[NH:6][c:7]2[cH:8][c:9]([CH2:17][CH2:18][CH2:19][N:20]3[CH2:21][CH2:22][O:23][CH2:24][CH2:25]3)[cH:10][c:11]([C:13]([F:14])([F:15])[F:16])[cH:12]2)[cH:26][cH:27][cH:28][n:29]1.[ClH:47].[F:40][C:41]([F:42])([F:43])[C:44]([OH:45])=[O:46].[NH2:30][c:31]1[cH:32][cH:33][c:34]2[cH:35][n:36][nH:37][c:38]2[cH:39]1>>[c:2]1([NH:30][c:31]2[cH:32][cH:33][c:34]3[cH:35][n:36][nH:37][c:38]3[cH:39]2)[c:3]([C:4](=[O:5])[NH:6][c:7]2[cH:8][c:9]([CH2:17][CH2:18][CH2:19][N:20]3[CH2:21][CH2:22][O:23][CH2:24][CH2:25]3)[cH:10][c:11]([C:13]([F:14])([F:15])[F:16])[cH:12]2)[cH:26][cH:27][cH:28][n:29]1. Reactants: N (ammonia), C1=C(C=CC=2OC3=C(CCC21)C=CC=C3)CC(=O)O ((10,11-dihydro dibenzo[b,f]oxepin-2-yl)-acetic acid), O (water). Reagents/catalysts: C(C(=O)Cl)(=O)Cl (oxalyl chloride), C(C(=O)Cl)(=O)Cl (oxalyl chloride), CN(C=O)C (dimethylformamide). Run in O1CCCC1 (tetrahydrofuran), O1CCCC1 (tetrahydrofuran). Yields the product C1=C(C=CC=2OC3=C(CCC21)C=CC=C3)CC(=O)N ((10,11-dihydro dibenzo[b,f]oxepin-2-yl)-acetamide). Yield: 48.0%. As a reaction SMILES: [CH:1]1[C:11]2[CH2:10][CH2:9][C:8]3[CH:12]=[CH:13][CH:14]=[CH:15][C:7]=3[O:6][C:5]=2[CH:4]=[CH:3][C:2]=1[CH2:16][C:17]([OH:19])=O.[NH3:20].O>O1CCCC1.C(Cl)(=O)C(Cl)=O.CN(C)C=O>[CH:1]1[C:11]2[CH2:10][CH2:9][C:8]3[CH:12]=[CH:13][CH:14]=[CH:15][C:7]=3[O:6][C:5]=2[CH:4]=[CH:3][C:2]=1[CH2:16][C:17]([NH2:20])=[O:19]. Procedure details: To 100 mg of (10,11-dihydro dibenzo[b,f]oxepin-2-yl)-acetic acid in 5 ml of dry tetrahydrofuran were added 4 drops of oxalyl chloride, and the mixture was stirred with ice-cooling. To the mixture were added 1 drop of dimethylformamide 1.75 hours later, 4 drops of oxalyl chloride 4 hours later and 1% ammonia in 5 ml tetrahydrofuran 6 hours later, and the resulting mixture was stirred for 17 hours at room temperature. To this was added water, and the mixture was extracted with ethyl acetate. The e... Starting materials: ice water, COC1=CC=C(C=C1)[C@@H]1SC2=C(N(C([C@@H]1O)=O)CCNC)C=CC=C2 ((±)-cis-2-(4-methoxyphenyl)-3-hydroxy-5-[2-(methylamino)ethyl]-2,3-dihydro-1,5-benzothiazepin-4(5H)-one), C(CC)I (n-propyl iodide), C([O-])([O-])=O.[K+].[K+] (potassium carbonate). Run in CN(C=O)C (dimethylformamide). Reaction conditions: time 4 hour. Product: COC1=CC=C(C=C1)[C@@H]1SC2=C(N(C([C@@H]1O)=O)CCN(CCC)C)C=CC=C2 ((±)-cis-2-(4-methoxyphenyl)-3-hydroxy-5-[2-(N-methyl-N-n-propylamino)ethyl]-2,3-dihydro-1,5-benzothiazepin-4(5H)-one). Reaction SMILES: [CH3:1][O:2][C:3]1[CH:8]=[CH:7][C:6]([C@H:9]2[C@@H:15]([OH:16])[C:14](=[O:17])[N:13]([CH2:18][CH2:19][NH:20][CH3:21])[C:12]3[CH:22]=[CH:23][CH:24]=[CH:25][C:11]=3[S:10]2)=[CH:5][CH:4]=1.[CH2:26](I)[CH2:27]C.[C:30](=O)([O-])[O-].[K+].[K+]>CN(C)C=O>[CH3:1][O:2][C:3]1[CH:4]=[CH:5][C:6]([C@H:9]2[C@@H:15]([OH:16])[C:14](=[O:17])[N:13]([CH2:18][CH2:19][N:20]([CH3:30])[CH2:21][CH2:26][CH3:27])[C:12]3[CH:22]=[CH:23][CH:24]=[CH:25][C:11]=3[S:10]2)=[CH:7][CH:8]=1 |f:2.3.4|. Procedure: 2.0 g of (±)-cis-2-(4-methoxyphenyl)-3-hydroxy-5-[2-(methylamino)ethyl]-2,3-dihydro-1,5-benzothiazepin-4(5H)-one and 1.0 g of n-propyl iodide are dissolved in 25 ml of dimethylformamide, and 1.16 g of potassium carbonate are added thereto. The mixture is stirred at room temperature for 4 hours. After the reaction, the mixture is poured into ice-water and then extracted with ethyl acetate. The extract is washed with water, dried and then condensed, whereby (±)-cis-2-(4-methoxyphenyl)-3-hydroxy-5-... Reactants: ClCCl, CS(=O)(=O)Cl, CCN(C(C)C)C(C)C, Cl, C[Si](C)(C)CCN1C(=O)CN(c2ccc(CC3CCCCC3N)cc2OCc2ccccc2)S1(=O)=O. The product is C[Si](C)(C)CCN1C(=O)CN(c2ccc(CC3CCCCC3NS(C)(=O)=O)cc2OCc2ccccc2)S1(=O)=O. RXN SMILES: [CH2:52]([Cl:53])[Cl:54].[CH3:46][S:47]([Cl:48])(=[O:49])=[O:50].[CH:37]([N:38]([CH:39]([CH3:40])[CH3:41])[CH2:42][CH3:43])([CH3:44])[CH3:45].[ClH:51].[NH2:1][CH:2]1[CH:3]([CH2:8][c:9]2[cH:10][c:11]([O:29][CH2:30][c:31]3[cH:32][cH:33][cH:34][cH:35][cH:36]3)[c:12]([N:15]3[CH2:16][C:17](=[O:28])[N:18]([CH2:22][CH2:23][Si:24]([CH3:25])([CH3:26])[CH3:27])[S:19]3(=[O:20])=[O:21])[cH:13][cH:14]2)[CH2:4][CH2:5][CH2:6][CH2:7]1>>[NH:1]([CH:2]1[CH:3]([CH2:8][c:9]2[cH:10][c:11]([O:29][CH2:30][c:31]3[cH:32][cH:33][cH:34][cH:35][cH:36]3)[c:12]([N:15]3[CH2:16][C:17](=[O:28])[N:18]([CH2:22][CH2:23][Si:24]([CH3:25])([CH3:26])[CH3:27])[S:19]3(=[O:20])=[O:21])[cH:13][cH:14]2)[CH2:4][CH2:5][CH2:6][CH2:7]1)[S:47]([CH3:46])(=[O:49])=[O:50]. Starting materials: COC1=C(C=CC=C1)C1=CN(C2=NC=C(C=C21)B2OC(C(O2)(C)C)(C)C)S(=O)(=O)C2=CC=C(C=C2)C (3-(2-methoxy-phenyl)-5-(4,4,5,5-tetramethyl-[1,3,2]dioxaborolan-2-yl)-1-(toluene-4-sulfonyl)-1H-pyrrolo[2,3-b]pyridine), saturated aqueous solution, C([O-])(O)=O.[Na+] (sodium bicarbonate), NC1=C(C(=O)O)C=C(C=C1Cl)I (2-amino-3-chloro-5-iodo-benzoic acid). The reagents and catalysts are C1=CC=C(C=C1)[PH+](C2=CC=CC=C2)[C]3[CH][CH][CH][CH]3.C1=CC=C(C=C1)[PH+](C2=CC=CC=C2)[C]3[CH][CH][CH][CH]3.C(Cl)Cl.Cl[Pd]Cl.[Fe] (dichloro[1,1′-bis(diphenylphosphino)ferrocene]palladium(II) dichloromethane adduct). Run in C(C)#N (acetonitrile). Product: NC1=C(C(=O)O)C=C(C=C1Cl)C=1C=C2C(=NC1)N(C=C2C2=C(C=CC=C2)OC)S(=O)(=O)C2=CC=C(C=C2)C (2-amino-3-chloro-5-[3-(2-methoxy-phenyl)-1-(toluene-4-sulfonyl)-1H-pyrrolo[2,3-b]pyridin-5-yl]-benzoic acid). Yield: 99.0%. RXN SMILES: [CH3:1][O:2][C:3]1[CH:8]=[CH:7][CH:6]=[CH:5][C:4]=1[C:9]1[C:17]2[C:12](=[N:13][CH:14]=[C:15](B3OC(C)(C)C(C)(C)O3)[CH:16]=2)[N:11]([S:27]([C:30]2[CH:35]=[CH:34][C:33]([CH3:36])=[CH:32][CH:31]=2)(=[O:29])=[O:28])[CH:10]=1.[NH2:37][C:38]1[C:46]([Cl:47])=[CH:45][C:44](I)=[CH:43][C:39]=1[C:40]([OH:42])=[O:41].C(=O)(O)[O-].[Na+]>C1C=CC([PH+]([C]2[CH][CH][CH][CH]2)C2C=CC=CC=2)=CC=1.C1C=CC([PH+]([C]2[CH][CH][CH][CH]2)C2C=CC=CC=2)=CC=1.C(Cl)Cl.Cl[Pd]Cl.[Fe].C(#N)C>[NH2:37][C:38]1[C:46]([Cl:47])=[CH:45][C:44]([C:15]2[CH:16]=[C:17]3[C:9]([C:4]4[CH:5]=[CH:6][CH:7]=[CH:8][C:3]=4[O:2][CH3:1])=[CH:10][N:11]([S:27]([C:30]4[CH:35]=[CH:34][C:33]([CH3:36])=[CH:32][CH:31]=4)(=[O:28])=[O:29])[C:12]3=[N:13][CH:14]=2)=[CH:43][C:39]=1[C:40]([OH:42])=[O:41] |f:2.3,4.5.6.7.8,^1:58,59,60,61,62,76,77,78,79,80|. Reported procedure: 400 mg (0.793 mmol) of 3-(2-methoxy-phenyl)-5-(4,4,5,5-tetramethyl-[1,3,2]dioxaborolan-2-yl)-1-(toluene-4-sulfonyl)-1H-pyrrolo[2,3-b]pyridine, 32 mg (0.040 mmol) of dichloro[1,1′-bis(diphenylphosphino)ferrocene]palladium(II) dichloromethane adduct and 259 mg (0.872 mmol) of 2-amino-3-chloro-5-iodo-benzoic acid were placed in a microwave vial. To the vial was added 3 mL of acetonitrile and 2 mL of a saturated aqueous solution of sodium bicarbonate. The vial was sealed and purged with nitrogen and...